This data is from the Open Reaction Database (ORD), a public repository of structured organic reaction records. The task is: describe an organic reaction: reactants, conditions, products, and yield The product is CC12CC(=O)C3C(CCC4CC(=O)CCC43C)C1CCC2C(=O)CN1CCOCC1. Starting materials: C1COCCN1, CC12CC(=O)C3C(CCC4CC(=O)CCC43C)C1CCC2C(=O)CCl, C1CCOC1, O. Reaction SMILES: [CH2:26]1[CH2:27][O:28][CH2:29][CH2:30][NH:31]1.[Cl:1][CH2:2][C:3]([CH:4]1[CH2:5][CH2:6][CH:7]2[CH:8]3[CH2:9][CH2:10][CH:11]4[CH2:12][C:13](=[O:24])[CH2:14][CH2:15][C:16]4([CH3:17])[CH:18]3[C:19](=[O:23])[CH2:20][C:21]12[CH3:22])=[O:25].[O:32]1[CH2:33][CH2:34][CH2:35][CH2:36]1.[OH2:37]>>[CH2:2]([C:3]([CH:4]1[CH2:5][CH2:6][CH:7]2[CH:8]3[CH2:9][CH2:10][CH:11]4[CH2:12][C:13](=[O:24])[CH2:14][CH2:15][C:16]4([CH3:17])[CH:18]3[C:19](=[O:23])[CH2:20][C:21]12[CH3:22])=[O:25])[N:31]1[CH2:26][CH2:27][O:28][CH2:29][CH2:30]1. Starting materials: Nc1ccc(Br)cc1C(=O)O, O=Cc1ccncc1. Yields the product O=C(O)c1cc(Br)ccc1NCc1ccncc1. Reaction SMILES: [NH2:1][c:2]1[c:3]([C:4](=[O:5])[OH:6])[cH:7][c:8]([Br:11])[cH:9][cH:10]1.[n:12]1[cH:13][cH:14][c:15]([CH:18]=[O:19])[cH:16][cH:17]1>>[NH:1]([c:2]1[c:3]([C:4](=[O:5])[OH:6])[cH:7][c:8]([Br:11])[cH:9][cH:10]1)[CH2:18][c:15]1[cH:14][cH:13][n:12][cH:17][cH:16]1. The reactants are COc1cccc(C)c1CBr, CC(=NO)c1cc(C)cc(C)n1, CN(C)C=O, [H-], [Na+], O. Yields the product COc1cccc(C)c1CON=C(C)c1cc(C)cc(C)n1. RXN SMILES: [CH3:15][O:16][c:17]1[c:18]([CH2:19][Br:20])[c:21]([CH3:25])[cH:22][cH:23][cH:24]1.[CH3:1][c:2]1[cH:3][c:4]([C:9]([CH3:10])=[N:11][OH:12])[n:5][c:6]([CH3:8])[cH:7]1.[CH3:27][N:28]([CH3:29])[CH:30]=[O:31].[H-:13].[Na+:14].[OH2:26]>>[CH3:1][c:2]1[cH:3][c:4]([C:9]([CH3:10])=[N:11][O:12][CH2:19][c:18]2[c:17]([O:16][CH3:15])[cH:24][cH:23][cH:22][c:21]2[CH3:25])[n:5][c:6]([CH3:8])[cH:7]1. Starting materials: CS(=O)(=O)N (methanesulfonamide), C (Darco), BrCCCCC(=O)Cl (5-bromovaleric acid chloride). The solvent is C(Cl)Cl (methylene chloride), C(Cl)Cl (methylene chloride). The product is CS(=O)(=O)NC(CCCCBr)=O (N-methanesulfonyl-5-bromovaleramide). The yield is 86.0%. Reaction SMILES: [CH3:1][S:2]([NH2:5])(=[O:4])=[O:3].[Br:6][CH2:7][CH2:8][CH2:9][CH2:10][C:11](Cl)=[O:12].C>C(Cl)Cl>[CH3:1][S:2]([NH:5][C:11](=[O:12])[CH2:10][CH2:9][CH2:8][CH2:7][Br:6])(=[O:4])=[O:3]. Procedure: A mixture of 0.950g (0.01 mole) of methanesulfonamide and 1.80 g. (0.01 mole) of 5-bromovaleric acid chloride was heated on a steam bath until gas evolution ceased (ca. 5 minutes). The brown reaction mixture was allowed to cool and was dissolved in methylene chloride. The methylene chloride solution was treated with Darco, was filtered, and was diluted with hexane with cooling to afford the white, crystalline N-methanesulfonyl-5-bromovaleramide weighing 2.22 g. (86.0% yield) which melted at 88°-... Reactants: C[O-].[Na+] (sodium methoxide), F[B-](F)(F)F.CO[N+]=1N(N=C(C1)C)C1=CC=C(C=C1)C(F)(F)F (1-methoxy-4-methyl-2-[4-(trifluoromethyl)phenyl]-2H-1,2,3-triazolium tetrafluoroborate), F[B-](F)(F)F.CO[N+]=1N(N=C(C1)C)C1=CC=C(C=C1)C(F)(F)F (1-Methoxy-4-methyl-2-[4-(trifluoromethyl)phenyl]-2H-1,2,3-triazolium tetrafluoroborate), [Na] (Sodium). Run in CO (methanol), O (water). Conditions: temperature 23 celsius, time 6 hour. Yields the product COC1=NN(N=C1C)C1=CC=C(C=C1)C(F)(F)F (4-methoxy-5-methyl-2-[4-(trifluoromethyl)phenyl]-2H-1,2,3-triazole). Reaction SMILES: [Na].[CH3:2][O-:3].[Na+].F[B-](F)(F)F.CO[N+:12]1[N:13]([C:18]2[CH:23]=[CH:22][C:21]([C:24]([F:27])([F:26])[F:25])=[CH:20][CH:19]=2)[N:14]=[C:15]([CH3:17])[CH:16]=1>CO.O>[CH3:2][O:3][C:16]1[C:15]([CH3:17])=[N:14][N:13]([C:18]2[CH:19]=[CH:20][C:21]([C:24]([F:25])([F:26])[F:27])=[CH:22][CH:23]=2)[N:12]=1 |f:1.2,3.4,^1:0|. Reported procedure: Sodium metal (0.25 g, 11.0 mmol) was stirred at 23° C. in methanol (10 mL) until a clear solution was obtained. This sodium methoxide solution was added to crude 1-methoxy-4-methyl-2-[4-(trifluoromethyl)phenyl]-2H-1,2,3-triazolium tetrafluoroborate (1:1) (i.e. the product of Step B, 1.1 g, 3.2 mmol). The reaction mixture was stirred at 23° C. for 6 h, during which time a white precipitate formed. The reaction mixture was diluted with water (20 mL) and extracted with ethyl acetate (40 mL, 10 mL).... Product: C1=CC(=C2C(=CC=C3C4=CC=CC5=CC=CC(C1=C23)=C45)C(=O)OCCC)C(=O)OCCC (Dipropyl Perylene-3,4-dicarboxylate). Procedure: 0.18 g (0.56 mmol) of perylene-3,4-dicarboxylic anhydride is suspended in 10 ml of dried n-propanol, 0.15 g (1.43 mmol) of potassium t-butoxide is added, and the suspension is stirred at room temperature for 0.5 hour with the exclusion of moisture. During the course of the reaction, a colour change from brown to yellow can be observed, during which the precipitate dissolves. The solvent is then distilled off, and first 10 ml of N-methylpyrrolidone and then 0.20 ml (2.4 mmol) of 1-bromopropane ar... Reaction conditions: time 0.5 hour. The solvent is C(CC)O (n-propanol). Reaction SMILES: [CH:1]1[C:18]2=[C:19]3[C:8]([C:9]4[C:20]5[C:13](=[CH:14][CH:15]=[CH:16][C:17]2=5)[CH:12]=[CH:11][CH:10]=4)=[CH:7][CH:6]=[C:5]2[C:21]([O:23][C:24](=[O:25])[C:3](=[C:4]23)[CH:2]=1)=[O:22].[CH3:26][C:27](C)([O-])[CH3:28].[K+].CN1C[CH2:36][CH2:35][C:34]1=[O:38].BrCCC>C(O)CC>[CH:7]1[C:8]2=[C:19]3[C:18]([C:17]4[C:20]5[C:13](=[CH:12][CH:11]=[CH:10][C:9]2=5)[CH:14]=[CH:15][CH:16]=4)=[CH:1][CH:2]=[C:3]([C:24]([O:38][CH2:34][CH2:35][CH3:36])=[O:25])[C:4]3=[C:5]([C:21]([O:23][CH2:26][CH2:27][CH3:28])=[O:22])[CH:6]=1 |f:1.2|. Starting materials: C1=CC2=C3C(=CC=C4C5=CC=CC6=CC=CC(C1=C34)=C56)C(=O)OC2=O (perylene-3,4-dicarboxylic anhydride), CC(C)([O-])C.[K+] (potassium t-butoxide), CN1C(CCC1)=O (N-methylpyrrolidone), BrCCC (1-bromopropane). Starting materials: O=C1C=2NC=NC2N(\C(\N1)=N\NC(CCCC1=NC(=NO1)C1=CC=CC=C1)=O)CCCCC (N′-[(2E)-6-oxo-3-pentyl-1,3,6,7-tetrahydro-2H-purin-2-ylidene]-4-(3-phenyl-1,2,4-oxadiazol-5-yl)butanohydrazide). Solvent: C1(=CC=CC=C1)C (toluene). Product: C(CCCC)N1C=2N(C(C=3NC=NC13)=O)C(=NN2)CCCC2=NC(=NO2)C2=CC=CC=C2 (9-pentyl-3-[3-(3-phenyl-1,2,4-oxadiazol-5-yl)propyl]-6,9-dihydro-5H-[1,2,4]triazolo[4,3-a]purin-5-one). Isolated yield 73.8%. RXN SMILES: [O:1]=[C:2]1[NH:10]/[C:9](=[N:11]\[NH:12][C:13](=O)[CH2:14][CH2:15][CH2:16][C:17]2[O:21][N:20]=[C:19]([C:22]3[CH:27]=[CH:26][CH:25]=[CH:24][CH:23]=3)[N:18]=2)/[N:8]([CH2:29][CH2:30][CH2:31][CH2:32][CH3:33])[C:7]2[N:6]=[CH:5][NH:4][C:3]1=2>C1(C)C=CC=CC=1>[CH2:29]([N:8]1[C:7]2[N:6]=[CH:5][NH:4][C:3]=2[C:2](=[O:1])[N:10]2[C:13]([CH2:14][CH2:15][CH2:16][C:17]3[O:21][N:20]=[C:19]([C:22]4[CH:27]=[CH:26][CH:25]=[CH:24][CH:23]=4)[N:18]=3)=[N:12][N:11]=[C:9]12)[CH2:30][CH2:31][CH2:32][CH3:33]. Procedure details: The mixture of N′-[(2E)-6-oxo-3-pentyl-1,3,6,7-tetrahydro-2H-purin-2-ylidene]-4-(3-phenyl-1,2,4-oxadiazol-5-yl)butanohydrazide (2.78 g, 6.17 mmol) in toluene (100 ml) was refluxed for 2 hours. After cooling to room temperature, the solid was filtered, washed with ethyl acetate/Hexane (1:9) and dried to give the desired product (1.97 g, 74% yield). LCMS calculated for C22H25N8O2 (M+H): 433.2. found: 433.1. Reactants: C(#N)C1=CC=C(C=C1)C(NC(=O)NC1=CC(=CC=C1)C(F)(F)F)C1=C(CC(CC1=O)C(F)(F)F)O (1-((4-cyanophenyl)(2-hydroxy-6-oxo-4-(tri-fluoromethyl)cyclohex-1-enyl)methyl)-3-(3-(trifluoromethyl)phenyl)urea), C(#N)C1=CC=C(C=C1)C(NC(=O)NC1=CC(=CC=C1)C(F)(F)F)C1=C(CC(CC1=O)C(F)(F)F)O (1-((4-cyanophenyl)(2-hydroxy-6-oxo-4-(tri-fluoromethyl)cyclohex-1-enyl)methyl)-3-(3-(trifluoromethyl)phenyl)urea), COC=1C=C(C=C(C1OC)OC)C1CC(CC(C1)=O)=O (5-(3,4,5-trimethoxyphenyl)cyclohexane-1,3-dione). The product is C(#N)C1=CC=C(C=C1)C(NC(=O)NC1=CC(=CC=C1)C(F)(F)F)C1=C(CC(CC1=O)C1=CC(=C(C(=C1)OC)OC)OC)O (1-((4-Cyanophenyl)(2-hydroxy-6-oxo-4-(3,4,5-trimethoxyphenyl)cyclohex-1-enyl)-methyl)-3-(3-(trifluoromethyl)phenyl)urea). RXN SMILES: [C:1]([C:3]1[CH:8]=[CH:7][C:6]([CH:9]([C:24]2[C:29](=[O:30])[CH2:28][CH:27]([C:31](F)(F)F)[CH2:26][C:25]=2[OH:35])[NH:10][C:11]([NH:13][C:14]2[CH:19]=[CH:18][CH:17]=[C:16]([C:20]([F:23])([F:22])[F:21])[CH:15]=2)=[O:12])=[CH:5][CH:4]=1)#[N:2].[CH3:36][O:37][C:38]1[CH:39]=C(C2CC(=O)CC(=O)C2)[CH:41]=[C:42]([O:46][CH3:47])[C:43]=1[O:44][CH3:45]>>[C:1]([C:3]1[CH:4]=[CH:5][C:6]([CH:9]([C:24]2[C:29](=[O:30])[CH2:28][CH:27]([C:31]3[CH:39]=[C:38]([O:37][CH3:36])[C:43]([O:44][CH3:45])=[C:42]([O:46][CH3:47])[CH:41]=3)[CH2:26][C:25]=2[OH:35])[NH:10][C:11]([NH:13][C:14]2[CH:19]=[CH:18][CH:17]=[C:16]([C:20]([F:22])([F:21])[F:23])[CH:15]=2)=[O:12])=[CH:7][CH:8]=1)#[N:2]. Procedure: The title compound is prepared in analogy to 1-((4-cyanophenyl)(2-hydroxy-6-oxo-4-(tri-fluoromethyl)cyclohex-1-enyl)methyl)-3-(3-(trifluoromethyl)phenyl)urea (intermediate 12), using 5-(3,4,5-trimethoxyphenyl)cyclohexane-1,3-dione (300 mg, 1.08 mmol) as starting material. Yield: 590 mg; ESI mass spectrum [M+H]+=596, Retention time HPLC: 0.76 min (V011_S01). Reactants: C1CCOC1, CN, ClCCl, COCCCOc1ccc(CC(NC(=O)C2CCCCN2S(=O)(=O)c2cccc(F)c2)C(=O)O)cc1, O. Yields the product CNC(=O)C(Cc1ccc(OCCCOC)cc1)NC(=O)C1CCCCN1S(=O)(=O)c1cccc(F)c1. Reaction SMILES: [CH2:39]1[O:40][CH2:41][CH2:42][CH2:43]1.[CH3:37][NH2:38].[Cl:45][CH2:46][Cl:47].[F:1][c:2]1[cH:3][c:4]([S:8](=[O:9])(=[O:10])[N:11]2[CH:12]([C:17](=[O:18])[NH:19][CH:20]([C:21](=[O:22])[OH:23])[CH2:24][c:25]3[cH:26][cH:27][c:28]([O:31][CH2:32][CH2:33][CH2:34][O:35][CH3:36])[cH:29][cH:30]3)[CH2:13][CH2:14][CH2:15][CH2:16]2)[cH:5][cH:6][cH:7]1.[OH2:44]>>[F:1][c:2]1[cH:3][c:4]([S:8](=[O:9])(=[O:10])[N:11]2[CH:12]([C:17](=[O:18])[NH:19][CH:20]([C:21](=[O:22])[NH:38][CH3:37])[CH2:24][c:25]3[cH:26][cH:27][c:28]([O:31][CH2:32][CH2:33][CH2:34][O:35][CH3:36])[cH:29][cH:30]3)[CH2:13][CH2:14][CH2:15][CH2:16]2)[cH:5][cH:6][cH:7]1.